From a dataset of the Open Reaction Database (ORD), a public repository of structured organic reaction records. describe an organic reaction: reactants, conditions, products, and yield The reactants are C1(=CC=CC=C1)C(CNC1=C(C(=O)OCC)C=CC=N1)C (ethyl 2-[(2-phenylpropyl)amino]nicotinate), C(C)C(CNC1=C(C(=O)OCC)C=CC=N1)CC (ethyl 2-[(2-ethylbutyl)amino]nicotinate). The product is C1(=CC=CC=C1)C(CN1C(OC(C2=C1N=CC=C2)=O)=O)C (1-(2-phenylpropyl)-2H-pyrido[2,3-d][1,3]oxazine-2,4(1H)-dione). RXN SMILES: [C:1]1([CH:7]([CH3:21])[CH2:8][NH:9][C:10]2[N:20]=[CH:19][CH:18]=[CH:17][C:11]=2[C:12]([O:14][CH2:15]C)=[O:13])[CH:6]=[CH:5][CH:4]=[CH:3][CH:2]=1.C(C(CC)CNC1N=CC=CC=1C(OCC)=[O:30])C>>[C:1]1([CH:7]([CH3:21])[CH2:8][N:9]2[C:10]3[N:20]=[CH:19][CH:18]=[CH:17][C:11]=3[C:12](=[O:13])[O:14][C:15]2=[O:30])[CH:6]=[CH:5][CH:4]=[CH:3][CH:2]=1. Procedure: The title compound was prepared according to the procedure of Example 3B substituting the product of Example 149A for the product of Example 3A (0.44 g, 99%). MS (DCI+) m/z 283 (M+H)−; 1H NMR (300 MHz, DMSO-d6) δ 1.26 (d, J=6.99 Hz, 3H), 3.37 (m, 1H), 4.21 (dd, J=13.24, 6.25 Hz, 1H), 4.36 (m, 1H), 7.21 (m, 1H), 7.29 (m, 4H), 7.38 (dd, J=7.72, 4.78 Hz, 1H), 8.39 (dd, J=7.72, 1.84 Hz, 1H), 8.77 (dd, J=4.78, 1.84 Hz, 1H). Starting materials: O1CCC2=C1C=CC=C2 (2,3-dihydro-1-benzofuran), ClCCCCC(=O)Cl (5-chlorovaleryl chloride). The product is ClCCCCC(=O)C=1C=CC2=C(CCO2)C1 (5-Chloro-1-(2,3-dihydro-1-benzofuran-5-yl)-1-pentanone), crystals. RXN SMILES: [O:1]1[C:5]2[CH:6]=[CH:7][CH:8]=[CH:9][C:4]=2[CH2:3][CH2:2]1.[Cl:10][CH2:11][CH2:12][CH2:13][CH2:14][C:15](Cl)=[O:16]>>[Cl:10][CH2:11][CH2:12][CH2:13][CH2:14][C:15]([C:8]1[CH:7]=[CH:6][C:5]2[O:1][CH2:2][CH2:3][C:4]=2[CH:9]=1)=[O:16]. Procedure: Using 2,3-dihydro-1-benzofuran (24.5 g) and 5-chlorovaleryl chloride (34.8 g) according to the same method as that of Reference Example 1, the title compound was obtained as colorless crystals (32.4 g) having a melting point of 56 to 57° C.